Dataset: the Open Reaction Database (ORD), a public repository of structured organic reaction records. Task: describe an organic reaction: reactants, conditions, products, and yield The reactants are CCOc1ccc(C(C)(C)CC=O)cc1Br, CCOP(=O)(Cc1cccc(C(=O)c2ccccc2)c1)OCC, [H-], [Na+], O. Yields the product CCOc1ccc(C(C)(C)CCCc2cccc(C(=O)c3ccccc3)c2)cc1Br. RXN SMILES: [Br:26][c:27]1[cH:28][c:29]([C:36]([CH2:37][CH:38]=[O:39])([CH3:40])[CH3:41])[cH:30][cH:31][c:32]1[O:33][CH2:34][CH3:35].[C:3]([c:4]1[cH:5][cH:6][cH:7][cH:8][cH:9]1)(=[O:10])[c:11]1[cH:12][c:13]([CH2:14][P:15](=[O:16])([O:17][CH2:18][CH3:19])[O:20][CH2:21][CH3:22])[cH:23][cH:24][cH:25]1.[H-:1].[Na+:2].[OH2:42]>>[C:3]([c:4]1[cH:5][cH:6][cH:7][cH:8][cH:9]1)(=[O:10])[c:11]1[cH:12][c:13]([CH2:14][CH2:38][CH2:37][C:36]([c:29]2[cH:28][c:27]([Br:26])[c:32]([O:33][CH2:34][CH3:35])[cH:31][cH:30]2)([CH3:40])[CH3:41])[cH:23][cH:24][cH:25]1. Starting materials: COC(=O)[C@H]([C@H]1CCCCN1)C2=CC=CC=C2 (threo-methylphenidate), lower alkanol. Solvent: O (water). Run at temperature 47.5 celsius, time 2 hour. Yields the product COC(=O)[C@@H]([C@H]1CCCCN1)C2=CC=CC=C2 (d-threo methylphenidate). RXN SMILES: [CH3:1][O:2][C:3]([C@@H:5]([C:12]1[CH:17]=[CH:16][CH:15]=[CH:14][CH:13]=1)[C@@H:6]1[NH:11][CH2:10][CH2:9][CH2:8][CH2:7]1)=[O:4]>O>[CH3:1][O:2][C:3]([C@H:5]([C:12]1[CH:13]=[CH:14][CH:15]=[CH:16][CH:17]=1)[C@@H:6]1[NH:11][CH2:10][CH2:9][CH2:8][CH2:7]1)=[O:4]. Reported procedure: The chiral resolution generally proceeds by initially charging the racemic threo-methylphenidate, chiral acid and lower alkanol to a suitable reactor under agitation and ambient conditions. The base is then charged at a temperature ranging from about 20 to 30° C., and the resulting slurry is heated to an effective temperature, such as about 40 to 55° C. Process water is then charged and the mixture may be aged, such as aging at 40 to 45° C. for an effective amount of time, such as from about 15 ... Starting materials: BrCCC=C1C2=C(CCC3=C1C=CC=C3)C=CC=C2 (5-(3-bromopropylidene)-10,11-dihydro-5H-dibenzo[a,d]cycloheptene), ClC1=CC=C(C=C1)C1(CCNCC1)O (4-(4-chlorophenyl)-4-hydroxypiperidine), C([O-])([O-])=O.[K+].[K+] (potassium carbonate), [I-].[K+] (potassium iodide). The solvent is C(C)(=O)OCC (ethyl acetate), O (Water), CN(C)C=O (DMF). Run at temperature 70 celsius, time 24 hour. The product is ClC1=CC=C(C=C1)C1(CCN(CC1)CCC=C1C2=C(CCC3=C1C=CC=C3)C=CC=C2)O (4-(4-Chlorophenyl)-1-[3-(10,11-dihydro-5H-dibenzo[a,d]cycloheptene-5-ylidene)propyl]piperidin-4-ol). The yield is 88.2%. As a reaction SMILES: Br[CH2:2][CH2:3][CH:4]=[C:5]1[C:11]2[CH:12]=[CH:13][CH:14]=[CH:15][C:10]=2[CH2:9][CH2:8][C:7]2[CH:16]=[CH:17][CH:18]=[CH:19][C:6]1=2.[Cl:20][C:21]1[CH:26]=[CH:25][C:24]([C:27]2([OH:33])[CH2:32][CH2:31][NH:30][CH2:29][CH2:28]2)=[CH:23][CH:22]=1.C(=O)([O-])[O-].[K+].[K+].[I-].[K+]>CN(C=O)C.C(OCC)(=O)C.O>[Cl:20][C:21]1[CH:26]=[CH:25][C:24]([C:27]2([OH:33])[CH2:28][CH2:29][N:30]([CH2:2][CH2:3][CH:4]=[C:5]3[C:11]4[CH:12]=[CH:13][CH:14]=[CH:15][C:10]=4[CH2:9][CH2:8][C:7]4[CH:16]=[CH:17][CH:18]=[CH:19][C:6]3=4)[CH2:31][CH2:32]2)=[CH:23][CH:22]=1 |f:2.3.4,5.6|. Procedure details: To a solution of 5-(3-bromopropylidene)-10,11-dihydro-5H-dibenzo[a,d]cycloheptene (described in JP 48-030064)(200 mg) in DMF (10 ml) were added 4-(4-chlorophenyl)-4-hydroxypiperidine (230 mg), potassium carbonate (360 mg), and potassium iodide (50 mg). The mixture was stirred at 70° C. for 24 hours. Water and ethyl acetate were added to the reaction mixture, the organic layer was separated and washed with saturated aqueous sodium chloride, and dried with magnesium sulfate. The solvent was distil... Reactants: CCOC(=O)COc1ccc(SCCc2cccc3cn(-c4ccc(C(F)(F)F)cc4)nc23)cc1CC, CO, CCOCC, [Na+], [OH-], O. Product: CCc1cc(SCCc2cccc3cn(-c4ccc(C(F)(F)F)cc4)nc23)ccc1OCC(=O)O. RXN SMILES: [CH2:3]([CH3:4])[c:5]1[c:6]([O:7][CH2:8][C:9](=[O:10])[O:11][CH2:12][CH3:13])[cH:14][cH:15][c:16]([S:18][CH2:19][CH2:20][c:21]2[cH:22][cH:23][cH:24][c:25]3[cH:26][n:27](-[c:30]4[cH:31][cH:32][c:33]([C:36]([F:37])([F:38])[F:39])[cH:34][cH:35]4)[n:28][c:29]23)[cH:17]1.[CH3:41][OH:42].[CH3:43][CH2:44][O:45][CH2:46][CH3:47].[Na+:2].[OH-:1].[OH2:40]>>[CH2:3]([CH3:4])[c:5]1[c:6]([O:7][CH2:8][C:9](=[O:10])[OH:11])[cH:14][cH:15][c:16]([S:18][CH2:19][CH2:20][c:21]2[cH:22][cH:23][cH:24][c:25]3[cH:26][n:27](-[c:30]4[cH:31][cH:32][c:33]([C:36]([F:37])([F:38])[F:39])[cH:34][cH:35]4)[n:28][c:29]23)[cH:17]1. The reactants are NC=1SC2=C(N1)C=CC(=C2)CC(=O)NN ((2-amino-benzothiazol-6-yl)-acetic acid hydrazide), ClC=1N=NC(=CC1)C=1C=NC=CC1 (3-chloro-6-pyridin-3-yl-pyridazine). Product: N1=CC(=CC=C1)C=1C=CC=2N(N1)C(=NN2)CC2=CC1=C(N=C(S1)N)C=C2 (6-(6-Pyridin-3-yl-[1,2,4]triazolo[4,3-b]pyridazin-3-ylmethyl)-benzothiazol-2-ylamine). As a reaction SMILES: [NH2:1][C:2]1[S:3][C:4]2[CH:10]=[C:9]([CH2:11][C:12]([NH:14][NH2:15])=O)[CH:8]=[CH:7][C:5]=2[N:6]=1.Cl[C:17]1[N:18]=[N:19][C:20]([C:23]2[CH:24]=[N:25][CH:26]=[CH:27][CH:28]=2)=[CH:21][CH:22]=1>>[N:25]1[CH:26]=[CH:27][CH:28]=[C:23]([C:20]2[CH:21]=[CH:22][C:17]3[N:14]([C:12]([CH2:11][C:9]4[CH:8]=[CH:7][C:5]5[N:6]=[C:2]([NH2:1])[S:3][C:4]=5[CH:10]=4)=[N:19][N:18]=3)[N:15]=2)[CH:24]=1. Procedure: The title compound was prepared as described in Example 1 from (2-amino-benzothiazol-6-yl)-acetic acid hydrazide (0.65 mmol) and 3-chloro-6-pyridin-3-yl-pyridazine (0.34 mmol) to afford a yellow solid. 1H NMR (DMSO-d6) δ 9.30 (1H, d, J=1.6 Hz), 8.78 (1H, dd, J=4.8 Hz, 1.7 Hz), 8.50 (1H, m), 8.49 (1H, d, J=9.5 Hz), 8.01 (1H, d, J=9.6 Hz), 7.69 (1H, s), 7.64 (1H, ddd, J=8.1 Hz, 4.8 Hz, 1.0 Hz), 7.42 (2H, s), 7.26 (2H, s), 4.61 (2H, s). ESI-MS (m/z): Calcd for C18H13N7S: 359.1; found 360.3 (M+H). The reactants are Cc1c(CN(C(=O)OC(C)(C)C)c2ccc(C#N)cc2)cnc(CO)c1OCc1cccc(C#N)c1, CO. Yields the product Cc1c(CN(C(=O)OC(C)(C)C)c2ccc(C#N)cc2)cnc(C=O)c1OCc1cccc(C#N)c1. Reaction SMILES: [C:1]([CH3:2])([CH3:3])([CH3:4])[O:5][C:6]([N:7]([c:8]1[cH:9][cH:10][c:11]([C:14]#[N:15])[cH:12][cH:13]1)[CH2:16][c:17]1[cH:18][n:19][c:20]([CH2:34][OH:35])[c:21]([O:24][CH2:25][c:26]2[cH:27][c:28]([C:32]#[N:33])[cH:29][cH:30][cH:31]2)[c:22]1[CH3:23])=[O:36].[CH3:37][OH:38]>>[C:1]([CH3:2])([CH3:3])([CH3:4])[O:5][C:6]([N:7]([c:8]1[cH:9][cH:10][c:11]([C:14]#[N:15])[cH:12][cH:13]1)[CH2:16][c:17]1[cH:18][n:19][c:20]([CH:34]=[O:35])[c:21]([O:24][CH2:25][c:26]2[cH:27][c:28]([C:32]#[N:33])[cH:29][cH:30][cH:31]2)[c:22]1[CH3:23])=[O:36]. Reactants: ClC1=CC=2C(N(CC(CC2N=C1)CCCl)C)=O (3-chloro-8-(2-chloroethyl)-6,7,8,9-tetrahydro-6-methyl-5H-pyrido[3,2-c]azepin-5-one), N1CCC1 (azetidine), C(C(=O)O)(=O)O (oxalic acid). The product is C(C(=O)O)(=O)O.N1(CCC1)CCC1CC2=C(C(N(C1)C)=O)C=C(C=N2)Cl (8-[2-(1-Azetidinyl)ethyl]-6,7,8,9-tetrahydro-3-chloro-6-methyl-5H-pyrido[3,2-c]azepin-5-one oxalate). Reaction SMILES: [Cl:1][C:2]1[CH:12]=[N:11][C:10]2[CH2:9][CH:8]([CH2:13][CH2:14]Cl)[CH2:7][N:6]([CH3:16])[C:5](=[O:17])[C:4]=2[CH:3]=1.[NH:18]1[CH2:21][CH2:20][CH2:19]1.[C:22]([OH:27])(=[O:26])[C:23]([OH:25])=[O:24]>>[C:22]([OH:27])(=[O:26])[C:23]([OH:25])=[O:24].[N:18]1([CH2:14][CH2:13][CH:8]2[CH2:7][N:6]([CH3:16])[C:5](=[O:17])[C:4]3[CH:3]=[C:2]([Cl:1])[CH:12]=[N:11][C:10]=3[CH2:9]2)[CH2:21][CH2:20][CH2:19]1 |f:3.4|. Reported procedure: Following the procedure of Example 21, 3-chloro-8-(2-chloroethyl)-6,7,8,9-tetrahydro-6-methyl-5H-pyrido[3,2-c]azepin-5-one and azetidine are reacted and the free base of the title is isolated and reacted with oxalic acid.